The task is: describe an organic reaction: reactants, conditions, products, and yield. This data is from the Open Reaction Database (ORD), a public repository of structured organic reaction records. Yields the product C(=O)C1=C(C(=O)OCC)C=CC=C1 (2-formylbenzoic acid, ethyl ester). Reaction conditions: time 16 hour. Solvent: CN(C=O)C (dimethylformamide), O (water). RXN SMILES: [C:1]([C:4]1[CH:11]=[CH:10][CH:9]=[CH:8][C:5]=1[CH:6]=[O:7])([OH:3])=[O:2].C(=O)(O)[O-].[Na+].I[CH2:18][CH3:19]>CN(C)C=O.O>[CH:6]([C:5]1[CH:8]=[CH:9][CH:10]=[CH:11][C:4]=1[C:1]([O:3][CH2:18][CH3:19])=[O:2])=[O:7] |f:1.2|. Isolated yield 62.2%. Reported procedure: 2-Carboxybenzaldehyde (2.018g, 13.4 mmol, 1.0 eq.) was combined with sodium bicarbonate (2.258 g, 26.9 mmol, 2.0 eq.) and iodoethane (2.15 ml, 26.9 mmol, 2.0 eq.) in dimethylformamide (13.4 ml, 1M) and stirred at room temperature for 16 hours. The reaction was diluted with water (25 ml) and extracted with ether: hexane (1:1, 3X20 ml). The combined organic extracts were washed with aqueous 10% sodium bisulfite (1X25 ml), water (1X25 ml) and aqueous saturated sodium chloride (1X25 ml), dried over ... Starting materials: C(=O)(O)C1=C(C=O)C=CC=C1 (2-Carboxybenzaldehyde), C([O-])(O)=O.[Na+] (sodium bicarbonate), ICC (iodoethane).